From a dataset of the Open Reaction Database (ORD), a public repository of structured organic reaction records. describe an organic reaction: reactants, conditions, products, and yield The reactants are CCOc1ccc(NC(=O)CC(=O)c2cccc(-c3ccncc3)c2)c(NC(=O)OC(C)(C)C)c1, ClCCl, O=C(O)C(F)(F)F. Yields the product CCOc1ccc2c(c1)N=C(c1cccc(-c3ccncc3)c1)CC(=O)N2. RXN SMILES: [C:1]([O:2][C:3](=[O:4])[NH:7][c:8]1[c:9]([NH:17][C:18]([CH2:19][C:20](=[O:5])[c:21]2[cH:22][c:23](-[c:27]3[cH:28][cH:29][n:30][cH:31][cH:32]3)[cH:24][cH:25][cH:26]2)=[O:34])[cH:10][cH:11][c:12]([O:14][CH2:15][CH3:16])[cH:13]1)([CH3:6])([CH3:33])[CH3:35].[Cl:43][CH2:44][Cl:45].[F:36][C:37]([F:38])([F:39])[C:40]([OH:41])=[O:42]>>[N:7]1=[C:20]([c:21]2[cH:22][c:23](-[c:27]3[cH:28][cH:29][n:30][cH:31][cH:32]3)[cH:24][cH:25][cH:26]2)[CH2:19][C:18](=[O:34])[NH:17][c:9]2[c:8]1[cH:13][c:12]([O:14][CH2:15][CH3:16])[cH:11][cH:10]2. Reactants: CC(=O)[C@@]1(CC=2C(=C(C3=C(C2O)C(=O)C4=CC=CC(=C4C3=O)OC)O)[C@H](C1)O)O (Daunomycinone), BrBr (Br2), [OH-].[Na+] (NaOH). The solvent is C(Cl)(Cl)Cl (CHCl3), C(Cl)(Cl)Cl (CHCl3). Run at time 16 hour. The product is COC1=CC=CC2=C1C(=O)C3=C(C2=O)C(=C4C[C@](C[C@@H](C4=C3O)O)(C(=O)CO)O)O (Adriamycinone). The yield is 86.9%. Reaction SMILES: [CH3:1][C:2]([C@@:4]1([OH:29])[CH2:27][C@H:26]([OH:28])[C:7]2=[C:8]([OH:25])[C:9]3[C:21](=[O:22])[C:20]4[C:15](=[CH:16][CH:17]=[CH:18][C:19]=4[O:23][CH3:24])[C:13](=[O:14])[C:10]=3[C:11]([OH:12])=[C:6]2[CH2:5]1)=[O:3].BrBr.[OH-:32].[Na+]>C(Cl)(Cl)Cl>[CH3:24][O:23][C:19]1[C:20]2[C:21]([C:9]3[C:8]([OH:25])=[C:7]4[C:6]([CH2:5][C@@:4]([OH:29])([C:2]([CH2:1][OH:32])=[O:3])[CH2:27][C@@H:26]4[OH:28])=[C:11]([OH:12])[C:10]=3[C:13](=[O:14])[C:15]=2[CH:16]=[CH:17][CH:18]=1)=[O:22] |f:2.3|. Procedure: Daunomycinone (IX) (10 mg, 0.025 mmole) was placed in CHCl3 (1 ml). Br2 (13.5 mg) in CHCl3 (0.25 ml) was added and the solution stirred at 23° for 16 hrs. The solvent was removed and the residue was dissolved in 80% aq acetone (5 ml). NaOH (1.1 mg. 0.028 mmole) was added and the blue solution was refluxed for 5 min when the red color returned. The solution was concentrated to approximately 2 ml, diluted with water (10 ml) and extracted with 50% CHCl3 /MeOH (3 × 10 ml). The extracts were combined... The reactants are ClCc1cccc2cncn12, [H-], [Na+], C1CCOC1, O=Cc1ccc(O)cc1, O=S(=O)(O)O, c1ccc(P(c2ccccc2)c2ccccc2)cc1. Yields the product Oc1ccc(C=Cc2cccc3cncn23)cc1. Reaction SMILES: [Cl:20][CH2:21][c:22]1[cH:23][cH:24][cH:25][c:26]2[n:27]1[cH:28][n:29][cH:30]2.[H-:31].[Na+:32].[O:47]1[CH2:48][CH2:49][CH2:50][CH2:51]1.[OH:33][c:34]1[cH:35][cH:36][c:37]([CH:38]=[O:39])[cH:40][cH:41]1.[S:42](=[O:43])(=[O:44])([OH:45])[OH:46].[c:1]1([P:2]([c:3]2[cH:4][cH:5][cH:6][cH:7][cH:8]2)[c:9]2[cH:10][cH:11][cH:12][cH:13][cH:14]2)[cH:15][cH:16][cH:17][cH:18][cH:19]1>>[CH:21]([c:22]1[cH:23][cH:24][cH:25][c:26]2[n:27]1[cH:28][n:29][cH:30]2)=[CH:38][c:37]1[cH:36][cH:35][c:34]([OH:33])[cH:41][cH:40]1. Reactants: C1(=CC=CC=C1)C (toluene), C[SiH](O[SiH](C)C)C (1,1,3,3-tetramethyldisiloxane), C1(=CC=CC=C1)C (toluene), C(C=C)C1=C(C=CC=C1)O (2-allylphenol), solution, H2PtCl6, OC1=C(C=CC=C1)CCC[Si](O[Si](C)(C)CCCC1=C(C=CC=C1)O)(C)C (1,3-bis-(3-(2-hydroxylphenyl)-propyl)-1,1,3,3-tetramethyldisiloxane). Solvent: C(C)(C)(CC)O (t-amyl alcohol). Conditions: temperature 85 celsius, time 1 hour. Yields the product OC1=C(C=CC=C1)CCC[Si](O[SiH](C)C)(C)C (3-(2-hydroxylphenyl)-propyl-1,1,3,3-tetramethyldisiloxane). Reaction SMILES: C1(C)C=CC=CC=1.C(C1C=CC=CC=1O)C=C.C[SiH](C)O[SiH](C)C.[OH:25][C:26]1[CH:31]=[CH:30][CH:29]=[CH:28][C:27]=1[CH2:32][CH2:33][CH2:34][Si:35]([CH3:51])([CH3:50])[O:36][Si:37](CCCC1C=CC=CC=1O)([CH3:39])[CH3:38]>C(O)(CC)(C)C>[OH:25][C:26]1[CH:31]=[CH:30][CH:29]=[CH:28][C:27]=1[CH2:32][CH2:33][CH2:34][Si:35]([CH3:51])([CH3:50])[O:36][SiH:37]([CH3:39])[CH3:38]. Procedure details: To a 85 ml toluene solution containing 67.1 g (0.5 mole) of 2-allylphenol and 0.4 g of a 5% solution of H2PtCl6 in t-amyl alcohol is added a solution consisting of 15 ml of toluene and 38.8 g (0.25 mole) of 1,1,3,3-tetramethyldisiloxane at 75° C. The addition is complete in 1 hour. The mixture is heated at 85° C. for 1 hour and then at 105° C. for 3 hours. After washing successively three times with 100 ml portions of water, 101 g of the 2:1 molar adduct, 1,3-bis-(3-(2-hydroxylphenyl)-propyl)-1,...